Dataset: the Open Reaction Database (ORD), a public repository of structured organic reaction records. Task: describe an organic reaction: reactants, conditions, products, and yield Reactants: OC1=C(C(=O)C2=CC=C(C=C2)Cl)C=C(C=C1)CC (2-Hydroxy-5-ethyl-4'-chlorobenzophenone), [OH-].[Na+] (NaOH). Solvent: O (water), C(C1=CC=CC=C1)(=O)Cl (benzoyl chloride). Reaction conditions: time 1.5 hour. Product: C(C1=CC=CC=C1)(=O)OC1=C(C(=O)C2=CC=C(C=C2)Cl)C=C(C=C1)CC (2-Benzoyloxy-5-ethyl-4'-chlorobenzophenone). RXN SMILES: [OH:1][C:2]1[CH:16]=[CH:15][C:14]([CH2:17][CH3:18])=[CH:13][C:3]=1[C:4]([C:6]1[CH:11]=[CH:10][C:9]([Cl:12])=[CH:8][CH:7]=1)=[O:5].[OH-:19].[Na+]>O.C(Cl)(=O)C1C=CC=CC=1>[C:4]([O:1][C:2]1[CH:16]=[CH:15][C:14]([CH2:17][CH3:18])=[CH:13][C:3]=1[C:4]([C:6]1[CH:7]=[CH:8][C:9]([Cl:12])=[CH:10][CH:11]=1)=[O:5])(=[O:19])[C:3]1[CH:13]=[CH:14][CH:15]=[CH:16][CH:2]=1 |f:1.2|. Procedure: 2-Hydroxy-5-ethyl-4'-chlorobenzophenone (5 g, 0.019 mole) was stirred vigorously in a solution of NaOH (7.5 g, 0.187 mole) in water (75 ml) and benzoyl chloride was added dropwise over 5 minutes. The temperature rose to around 50° C. The mixture was stirred for 1.5 hours at room temperature and was then extracted with ether, the ether washed with saturated NaCl solution, dried (Na2SO4), filtered and evaporated to leave the product, which was recrystallised from n-hexane to give white crystals of...